Dataset: the Open Reaction Database (ORD), a public repository of structured organic reaction records. Task: describe an organic reaction: reactants, conditions, products, and yield Reactants: N1=C(N=C2C1=CC=CC=C2)N2CCN(CC2)C=O (4-(cycloheptimidazol-2-yl)-1-piperazinecarboxaldehyde), ClC=1C=CC=2C(N=C(N2)N2CCN(CC2)C=O)=CC1 (4-(6-chloro-cycloheptimidazol-2-yl)-1-piperazinecarboxaldehyde). The product is Cl.ClC=1C=CC=2C(N=C(N2)N2CCNCC2)=CC1 (6-chloro-2-(1-piperazinyl)cycloheptimidazole hydrochloride). As a reaction SMILES: N1C2=CC=CC=CC2=NC=1N1CCN(C=O)CC1.[Cl:19][C:20]1[CH:21]=[CH:22][C:23]2[C:24](=[CH:36][CH:37]=1)[N:25]=[C:26]([N:28]1[CH2:33][CH2:32][N:31](C=O)[CH2:30][CH2:29]1)[N:27]=2>>[ClH:19].[Cl:19][C:20]1[CH:21]=[CH:22][C:23]2[C:24](=[CH:36][CH:37]=1)[N:25]=[C:26]([N:28]1[CH2:29][CH2:30][NH:31][CH2:32][CH2:33]1)[N:27]=2 |f:2.3|. Reported procedure: In the same manner, but replacing 4-(cycloheptimidazol-2-yl)-1-piperazinecarboxaldehyde with an equivalent amount of 4-(6-chloro-cycloheptimidazol-2-yl)-1-piperazinecarboxaldehyde, there was obtained 6-chloro-2-(1-piperazinyl)cycloheptimidazole hydrochloride: mp 210° C. (crystallized from methanol-acetone) and nmr (DMSO-d6) δ 3.30 (4H), 4.07 (4H), 7.73 (d, 2H), 8.27 (d, 2H) and 9.65 (1H).